Dataset: the Open Reaction Database (ORD), a public repository of structured organic reaction records. Task: describe an organic reaction: reactants, conditions, products, and yield Reactants: ClCCl, Cn1c(-c2ccccc2Cl)nnc1C(C)(C)C(O)c1ccccc1. Yields the product Cn1c(-c2ccccc2Cl)nnc1C(C)(C)C(=O)c1ccccc1. RXN SMILES: [CH2:25]([Cl:26])[Cl:27].[Cl:1][c:2]1[c:3](-[c:8]2[n:9]([CH3:24])[c:10]([C:13]([CH:14]([OH:15])[c:16]3[cH:17][cH:18][cH:19][cH:20][cH:21]3)([CH3:22])[CH3:23])[n:11][n:12]2)[cH:4][cH:5][cH:6][cH:7]1>>[Cl:1][c:2]1[c:3](-[c:8]2[n:9]([CH3:24])[c:10]([C:13]([C:14](=[O:15])[c:16]3[cH:17][cH:18][cH:19][cH:20][cH:21]3)([CH3:22])[CH3:23])[n:11][n:12]2)[cH:4][cH:5][cH:6][cH:7]1.